Dataset: the Open Reaction Database (ORD), a public repository of structured organic reaction records. Task: describe an organic reaction: reactants, conditions, products, and yield The reactants are CC(C)O, CC(C)=O, O=C1CCC(O)C(C(c2ccccc2)c2ccccc2)N1. Product: O=C1CCC(=O)C(C(c2ccccc2)c2ccccc2)N1. As a reaction SMILES: [CH3:22][CH:23]([OH:24])[CH3:25].[CH3:26][C:27](=[O:28])[CH3:29].[O:1]=[C:2]1[NH:3][CH:4]([CH:9]([c:10]2[cH:11][cH:12][cH:13][cH:14][cH:15]2)[c:16]2[cH:17][cH:18][cH:19][cH:20][cH:21]2)[CH:5]([OH:8])[CH2:6][CH2:7]1>>[O:1]=[C:2]1[NH:3][CH:4]([CH:9]([c:10]2[cH:11][cH:12][cH:13][cH:14][cH:15]2)[c:16]2[cH:17][cH:18][cH:19][cH:20][cH:21]2)[C:5](=[O:8])[CH2:6][CH2:7]1.